This data is from the Open Reaction Database (ORD), a public repository of structured organic reaction records. The task is: describe an organic reaction: reactants, conditions, products, and yield The reactants are CNCCO, O=S(=O)(Cl)c1ccc(Cl)cc1, C1CCOC1. Yields the product CN(CCO)S(=O)(=O)c1ccc(Cl)cc1. RXN SMILES: [CH3:1][NH:2][CH2:3][CH2:4][OH:5].[Cl:6][c:7]1[cH:8][cH:9][c:10]([S:13](=[O:14])(=[O:15])[Cl:16])[cH:11][cH:12]1.[O:17]1[CH2:18][CH2:19][CH2:20][CH2:21]1>>[CH3:1][N:2]([CH2:3][CH2:4][OH:5])[S:13]([c:10]1[cH:9][cH:8][c:7]([Cl:6])[cH:12][cH:11]1)(=[O:14])=[O:15].